This data is from the Open Reaction Database (ORD), a public repository of structured organic reaction records. The task is: describe an organic reaction: reactants, conditions, products, and yield Starting materials: CC(=O)O[BH-](OC(C)=O)OC(C)=O, CCCCOC(C)Oc1ccc(-c2ccc3c(c2)C=C(C(=O)OC)CCN3)cc1, ClCCCl, [Na+], O, O=Cc1ccoc1. Product: CCCCOC(C)Oc1ccc(-c2ccc3c(c2)C=C(C(=O)OC)CCN3Cc2ccoc2)cc1. Reaction SMILES: [C:37]([O:38][BH-:39]([O:40][C:41](=[O:42])[CH3:43])[O:44][C:45](=[O:46])[CH3:47])(=[O:48])[CH3:49].[CH2:1]([CH2:2][CH2:3][CH3:4])[O:5][CH:6]([CH3:7])[O:8][c:9]1[cH:10][cH:11][c:12](-[c:15]2[cH:16][cH:17][c:18]3[c:19]([cH:29]2)[CH:20]=[C:21]([C:25](=[O:26])[O:27][CH3:28])[CH2:22][CH2:23][NH:24]3)[cH:13][cH:14]1.[Cl:52][CH2:53][CH2:54][Cl:55].[Na+:50].[OH2:51].[o:30]1[cH:31][c:32]([CH:35]=[O:36])[cH:33][cH:34]1>>[CH2:1]([CH2:2][CH2:3][CH3:4])[O:5][CH:6]([CH3:7])[O:8][c:9]1[cH:10][cH:11][c:12](-[c:15]2[cH:16][cH:17][c:18]3[c:19]([cH:29]2)[CH:20]=[C:21]([C:25](=[O:26])[O:27][CH3:28])[CH2:22][CH2:23][N:24]3[CH2:35][c:32]2[cH:31][o:30][cH:34][cH:33]2)[cH:13][cH:14]1. The reactants are FC1=C(C=2CCC(C(C2C=C1F)(F)F)C=1C=NC(=CC1)OCCCCCC)O (2,3,5,5-tetrafluoro-6-(6-hexyloxypyridin-3-yl)-5,6,7,8-tetrahydronaphthalen-1-ol), F[C@H](CO)CCCCCCCC (2-(S)-fluorodecan-1-ol). Yields the product C(CCCCC)OC1=NC=C(C=C1)C1C(C2=CC(=C(C(=C2CC1)OCC(CCCCCCCC)F)F)F)(F)F (2-Hexyloxy-5-[1,1,6,7-tetrafluoro-5-(2-fluorodecyloxy)-1,2,3,4-tetrahydronaphthalen-2-yl]pyridine). As a reaction SMILES: [F:1][C:2]1[C:11]([F:12])=[CH:10][C:9]2[C:8]([F:14])([F:13])[CH:7]([C:15]3[CH:16]=[N:17][C:18]([O:21][CH2:22][CH2:23][CH2:24][CH2:25][CH2:26][CH3:27])=[CH:19][CH:20]=3)[CH2:6][CH2:5][C:4]=2[C:3]=1[OH:28].[F:29][C@@H:30]([CH2:33][CH2:34][CH2:35][CH2:36][CH2:37][CH2:38][CH2:39][CH3:40])[CH2:31]O>>[CH2:22]([O:21][C:18]1[CH:19]=[CH:20][C:15]([CH:7]2[CH2:6][CH2:5][C:4]3[C:9](=[CH:10][C:11]([F:12])=[C:2]([F:1])[C:3]=3[O:28][CH2:31][CH:30]([F:29])[CH2:33][CH2:34][CH2:35][CH2:36][CH2:37][CH2:38][CH2:39][CH3:40])[C:8]2([F:14])[F:13])=[CH:16][N:17]=1)[CH2:23][CH2:24][CH2:25][CH2:26][CH3:27]. Procedure details: From 2,3,5,5-tetrafluoro-6-(6-hexyloxypyridin-3-yl)-5,6,7,8-tetrahydronaphthalen-1-ol and 2-(S)-fluorodecan-1-ol by means of the Mitsunobu reaction. The reactants are C(C1CO1)OC1=C(C=CC=C1)Cl (2-chlorophenyl glycidyl ether), CC(CC1=CC=C(C=C1)OC)(C)N (1,1-dimethyl-2-(4-methoxyphenyl)ethylamine). The product is Cl.OC(CNC(CC1=CC=C(C=C1)OC)(C)C)COC1=C(C=CC=C1)Cl (N-[2-Hydroxy-3-(2-chlorophenoxy)propyl]-1,1-dimethyl-2-(4-methoxyphenyl)-ethylamine Hydrochloride). Yield: 139.4%. As a reaction SMILES: [CH2:1]([O:5][C:6]1[CH:11]=[CH:10][CH:9]=[CH:8][C:7]=1[Cl:12])[CH:2]1[O:4][CH2:3]1.[CH3:13][C:14]([NH2:25])([CH3:24])[CH2:15][C:16]1[CH:21]=[CH:20][C:19]([O:22][CH3:23])=[CH:18][CH:17]=1>>[ClH:12].[OH:4][CH:2]([CH2:1][O:5][C:6]1[CH:11]=[CH:10][CH:9]=[CH:8][C:7]=1[Cl:12])[CH2:3][NH:25][C:14]([CH3:24])([CH3:13])[CH2:15][C:16]1[CH:21]=[CH:20][C:19]([O:22][CH3:23])=[CH:18][CH:17]=1 |f:2.3|. Procedure: Using the method of Example 25, supra, 2-chlorophenyl glycidyl ether (1.0 mmol) and 1,1-dimethyl-2-(4-methoxyphenyl)ethylamine (1.25 mmol) yielded 279 mg of the title compound as a white solid: GC/EI-MS, m/z (rel. int.) 348 (M-15, 5), 245 (21), 244 (100), 242 (100), 163 (29), 121 (82), 114 (24), 77 (21), 71 (44), 70 (56), 58 (24). The reactants are N1C=NC=C1 (imidazole), ClC=1N=C(C2=C(N1)SC(=C2C)C)NCC2=CC=C(C=C2)F (2-chloro-5,6-dimethyl-4-(4-fluorobenzylamino)-thieno-[2,3-d]-pyrimidine). Product: N1(C=NC=C1)C=1N=C(C2=C(N1)SC(=C2C)C)NCC2=CC=C(C=C2)F (2-(imidazol-1-yl)-5,6-dimethyl-4-(4-fluorobenzylamino)-thieno-[2,3-d]-pyrimidine). As a reaction SMILES: [NH:1]1[CH:5]=[CH:4][N:3]=[CH:2]1.Cl[C:7]1[N:8]=[C:9]([NH:18][CH2:19][C:20]2[CH:25]=[CH:24][C:23]([F:26])=[CH:22][CH:21]=2)[C:10]2[C:15]([CH3:16])=[C:14]([CH3:17])[S:13][C:11]=2[N:12]=1>>[N:1]1([C:7]2[N:8]=[C:9]([NH:18][CH2:19][C:20]3[CH:25]=[CH:24][C:23]([F:26])=[CH:22][CH:21]=3)[C:10]3[C:15]([CH3:16])=[C:14]([CH3:17])[S:13][C:11]=3[N:12]=2)[CH:5]=[CH:4][N:3]=[CH:2]1. Reported procedure: Following the procedure of Example 97, the reaction of imidazole with 2-chloro-5,6-dimethyl-4-(4-fluorobenzylamino)-thieno-[2,3-d]-pyrimidine gives 2-(imidazol-1-yl)-5,6-dimethyl-4-(4-fluorobenzylamino)-thieno-[2,3-d]-pyrimidine. Starting materials: [OH-].[Na+] (sodium hydroxide), C(CCCCCCCCCCC)N (laurylamine), C(C)OCCO (ethyleneglycol monoethyl ether), FCCC(=COP(=O)([O-])[O-])CCF (bisfluoroethylvinylphosphate). Conditions: temperature 80 celsius, time 30 minute. The product is C(CCCCCCCCCCC)NCCP(O)(O)=O (2-laurylaminoethylphosphonic acid). Reaction SMILES: [CH2:1]([NH2:13])[CH2:2][CH2:3][CH2:4][CH2:5][CH2:6][CH2:7][CH2:8][CH2:9][CH2:10][CH2:11][CH3:12].C(O[CH2:17][CH2:18]O)C.FCCC(CCF)=C[O:25][P:26]([O-])([O-:28])=[O:27].[OH-].[Na+]>>[CH2:1]([NH:13][CH2:17][CH2:18][P:26](=[O:25])([OH:28])[OH:27])[CH2:2][CH2:3][CH2:4][CH2:5][CH2:6][CH2:7][CH2:8][CH2:9][CH2:10][CH2:11][CH3:12] |f:3.4|. Procedure: A flask equipped with a stirrer and a thermometer was charged with 93 parts by weight of laurylamine and 93 parts by weight of ethyleneglycol monoethyl ether and heated to 80° C. Then, 117 parts by weight of Vini-eight (bisfluoroethylvinylphosphate available from Daihachi Chemical Co., Ltd.) was added dropwise thereto for 30 minutes and reacted for 3 hours. After cooling, 300 parts by weight of a 10% sodium hydroxide solution was added and kept at 100° C. for 2 hours to hydrolize it. The resulta... Starting materials: COc1ccc(CNC(=O)CBr)cc1, O=C([O-])[O-], O=C([O-])O, CCOC(C)=O, CCCCCC, Cc1c(Cl)cccc1NS(=O)(=O)c1ccc(F)cc1, [K+], [K+], [Na+], CN(C)C=O. Yields the product COc1ccc(CNC(=O)CN(c2cccc(Cl)c2C)S(=O)(=O)c2ccc(F)cc2)cc1. Reaction SMILES: [Br:20][CH2:21][C:22](=[O:23])[NH:24][CH2:25][c:26]1[cH:27][cH:28][c:29]([O:32][CH3:33])[cH:30][cH:31]1.[C:34](=[O:35])([O-:36])[O-:37].[C:40](=[O:41])([O-:42])[OH:43].[C:50]([O:51][CH2:52][CH3:53])(=[O:54])[CH3:55].[CH3:56][CH2:57][CH2:58][CH2:59][CH2:60][CH3:61].[Cl:1][c:2]1[c:3]([CH3:19])[c:4]([NH:8][S:9](=[O:10])(=[O:11])[c:12]2[cH:13][cH:14][c:15]([F:18])[cH:16][cH:17]2)[cH:5][cH:6][cH:7]1.[K+:38].[K+:39].[Na+:44].[O:45]=[CH:46][N:47]([CH3:48])[CH3:49]>>[Cl:1][c:2]1[c:3]([CH3:19])[c:4]([N:8]([S:9](=[O:10])(=[O:11])[c:12]2[cH:13][cH:14][c:15]([F:18])[cH:16][cH:17]2)[CH2:21][C:22](=[O:23])[NH:24][CH2:25][c:26]2[cH:27][cH:28][c:29]([O:32][CH3:33])[cH:30][cH:31]2)[cH:5][cH:6][cH:7]1. Reactants: Ic1c[nH]c2ccccc12, OB(O)c1cccnc1O. The product is c1ccc2[nH]ccc2c1. RXN SMILES: [I:1][c:2]1[cH:3][nH:4][c:5]2[cH:6][cH:7][cH:8][cH:9][c:10]12.[OH:11][c:12]1[c:13]([B:14]([OH:15])[OH:16])[cH:17][cH:18][cH:19][n:20]1>>[cH:2]1[cH:3][nH:4][c:5]2[cH:6][cH:7][cH:8][cH:9][c:10]12. The reactants are FC(C1=C(CN2CCC(CC2)C=O)C=CC(=C1)C(F)(F)F)(F)F (1-[2,4-bis(trifluoromethyl)benzyl]piperidine-4-carbaldehyde), O=C1SCC(=N1)NCC(=O)OCC (ethyl N-(2-oxo-2,5-dihydro-1,3-thiazol-4-yl)glycinate), C(C)(=O)[O-].[NH2+]1CCCCC1 (piperidinium acetate). Solvent: CC(C)O (2-propanol). Conditions: temperature 70 celsius, time 2 hour. The product is FC(C1=C(CN2CCC(CC2)\C=C/2\C(=NC(S2)=O)NCC(=O)OCC)C=CC(=C1)C(F)(F)F)(F)F (ethyl N-[(5Z)-5-({1-[2,4-bis(trifluoromethyl)benzyl]piperidin-4-yl}methylidene)-2-oxo-2,5-dihydro-1,3-thiazol-4-yl]glycinate). Isolated yield 84.9%. RXN SMILES: [F:1][C:2]([F:23])([F:22])[C:3]1[CH:17]=[C:16]([C:18]([F:21])([F:20])[F:19])[CH:15]=[CH:14][C:4]=1[CH2:5][N:6]1[CH2:11][CH2:10][CH:9]([CH:12]=O)[CH2:8][CH2:7]1.[O:24]=[C:25]1[N:29]=[C:28]([NH:30][CH2:31][C:32]([O:34][CH2:35][CH3:36])=[O:33])[CH2:27][S:26]1.C([O-])(=O)C.[NH2+]1CCCCC1>CC(O)C>[F:23][C:2]([F:1])([F:22])[C:3]1[CH:17]=[C:16]([C:18]([F:21])([F:20])[F:19])[CH:15]=[CH:14][C:4]=1[CH2:5][N:6]1[CH2:11][CH2:10][CH:9](/[CH:12]=[C:27]2/[C:28]([NH:30][CH2:31][C:32]([O:34][CH2:35][CH3:36])=[O:33])=[N:29][C:25](=[O:24])[S:26]/2)[CH2:8][CH2:7]1 |f:2.3|. Procedure: To a solution of 1-[2,4-bis(trifluoromethyl)benzyl]piperidine-4-carbaldehyde (2.0 g) and ethyl N-(2-oxo-2,5-dihydro-1,3-thiazol-4-yl)glycinate (1.55 g) in 2-propanol (20 mL) was added piperidinium acetate (0.86 g). The reaction mixture was stirred at 70° C. for 2 hr and concentrated. The residue was purified by silica gel column chromatography (ethyl acetate/hexane) and recrystallized from ethyl acetate/heptane to give the title compound (2.62 g). Reactants: O.[OH-].[Li+] (lithium hydroxide monohydrate), CO (MeOH), Cl.C(N)(=N)C1=CC=C(C=C1)N1CC(N(CC1=O)C1CCN(CC1)CC(=O)OCC)=O (ethyl 4-[4-(4-amidinophenyl)-2,5-dioxo-1-piperazinyl]-1-piperidineacetate hydrochloride), [Cl-].[NH4+] (ammonium chloride). The solvent is O (water), O (H2O). Reaction conditions: time 30 minute. The product is C(N)(=N)C1=CC=C(C=C1)N1CC(N(CC1=O)C1CCN(CC1)CC(=O)O)=O (4-[4-(4-amidinophenyl)-2,5-dioxo-1-piperazinyl]-1-piperidineacetic acid). The yield is 35.6%. As a reaction SMILES: Cl.[C:2]([C:5]1[CH:10]=[CH:9][C:8]([N:11]2[C:16](=[O:17])[CH2:15][N:14]([CH:18]3[CH2:23][CH2:22][N:21]([CH2:24][C:25]([O:27]CC)=[O:26])[CH2:20][CH2:19]3)[C:13](=[O:30])[CH2:12]2)=[CH:7][CH:6]=1)(=[NH:4])[NH2:3].O.[OH-].[Li+].[Cl-].[NH4+].CO>O>[C:2]([C:5]1[CH:6]=[CH:7][C:8]([N:11]2[C:16](=[O:17])[CH2:15][N:14]([CH:18]3[CH2:19][CH2:20][N:21]([CH2:24][C:25]([OH:27])=[O:26])[CH2:22][CH2:23]3)[C:13](=[O:30])[CH2:12]2)=[CH:9][CH:10]=1)(=[NH:3])[NH2:4] |f:0.1,2.3.4,5.6|. Reported procedure: 0.089 g of ethyl 4-[4-(4-amidinophenyl)-2,5-dioxo-1-piperazinyl]-1-piperidineacetate hydrochloride was dissolved in 1 ml of water, and 0.017 g of lithium hydroxide monohydrate was added thereto with cooling with ice. This was stirred for 30 minutes still with cooling with ice, and an aqueous saturated solution of ammonium chloride was added thereto. Next, this was subjected to ODS column chromatography (H2O→H2 O/MeOH=3/2, v/v) to obtain 0.027 g of 4-[4-(4-amidinophenyl)-2,5-dioxo-1-piperazinyl]-...